From a dataset of the Open Reaction Database (ORD), a public repository of structured organic reaction records. describe an organic reaction: reactants, conditions, products, and yield The reactants are CCCC[Sn](CCCC)(CCCC)c1ccnn1C, CN(C)C=O, CCOC(C)=O, [Cl-], CC1CN(C(=O)C(F)(F)F)CCc2cc(O)ccc21, [Li+], Cl[Pd]Cl, c1ccc(P(c2ccccc2)c2ccccc2)cc1, c1ccc(P(c2ccccc2)c2ccccc2)cc1. The product is CC1CN(C(=O)C(F)(F)F)CCc2cc(-c3ccnn3C)ccc21. Reaction SMILES: [CH3:20][n:21]1[n:22][cH:23][cH:24][c:25]1[Sn:26]([CH2:27][CH2:28][CH2:29][CH3:30])([CH2:31][CH2:32][CH2:33][CH3:34])[CH2:35][CH2:36][CH2:37][CH3:38].[CH3:41][N:42]([CH3:43])[CH:44]=[O:45].[CH3:46][CH2:47][O:48][C:49]([CH3:50])=[O:51].[Cl-:39].[F:1][C:2]([C:3](=[O:4])[N:5]1[CH2:6][CH2:7][c:8]2[c:9]([cH:13][cH:14][c:15]([OH:17])[cH:16]2)[CH:10]([CH3:12])[CH2:11]1)([F:18])[F:19].[Li+:40].[Pd:52]([Cl:53])[Cl:54].[c:55]1([P:56]([c:57]2[cH:58][cH:59][cH:60][cH:61][cH:62]2)[c:63]2[cH:64][cH:65][cH:66][cH:67][cH:68]2)[cH:69][cH:70][cH:71][cH:72][cH:73]1.[c:74]1([P:75]([c:76]2[cH:77][cH:78][cH:79][cH:80][cH:81]2)[c:82]2[cH:83][cH:84][cH:85][cH:86][cH:87]2)[cH:88][cH:89][cH:90][cH:91][cH:92]1>>[F:1][C:2]([C:3](=[O:4])[N:5]1[CH2:6][CH2:7][c:8]2[c:9]([cH:13][cH:14][c:15](-[c:25]3[n:21]([CH3:20])[n:22][cH:23][cH:24]3)[cH:16]2)[CH:10]([CH3:12])[CH2:11]1)([F:18])[F:19].